Dataset: the Open Reaction Database (ORD), a public repository of structured organic reaction records. Task: describe an organic reaction: reactants, conditions, products, and yield Starting materials: C(C)(C)(C)OC(N(C=1C=2N(C(=CN1)[Sn](CCCC)(CCCC)CCCC)C=CN2)C2=CC=C(C=C2)N2CCN(CC2)C)=O ([4-(4-methyl-piperazin-1-yl)-phenyl]-(5-tributylstannanyl-imidazo[1,2-a]pyrazin-8-yl)-carbamic acid tert-butyl ester), BrC1=CC(=CS1)C(=O)N (5-bromo-thiophene-3-carboxylic acid amide). Reagents/catalysts: C=1C=CC(=CC1)[P](C=2C=CC=CC2)(C=3C=CC=CC3)[Pd]([P](C=4C=CC=CC4)(C=5C=CC=CC5)C=6C=CC=CC6)([P](C=7C=CC=CC7)(C=8C=CC=CC8)C=9C=CC=CC9)[P](C=1C=CC=CC1)(C=1C=CC=CC1)C=1C=CC=CC1 (tetrakis(triphenylphosphine)palladium(0)). Run in CN(C)C=O (DMF). Run at temperature 85 celsius, time 2 hour. Yields the product N (NH3), CN1CCN(CC1)C1=CC=C(C=C1)NC=1C=2N(C(=CN1)C1=CC(=CS1)C(=O)N)C=CN2 (5-{8-[4-(4-methyl-piperazin-1-yl)-phenylamino]-imidazo[1,2-a]pyrazin-5-yl}-thiophene-3-carboxylic acid amide). The yield is 40.0%. RXN SMILES: C(OC(=O)[N:7]([C:30]1[CH:35]=[CH:34][C:33]([N:36]2[CH2:41][CH2:40][N:39]([CH3:42])[CH2:38][CH2:37]2)=[CH:32][CH:31]=1)[C:8]1[C:9]2[N:10]([CH:27]=[CH:28][N:29]=2)[C:11]([Sn](CCCC)(CCCC)CCCC)=[CH:12][N:13]=1)(C)(C)C.Br[C:45]1[S:49][CH:48]=[C:47]([C:50]([NH2:52])=[O:51])[CH:46]=1>CN(C=O)C.C1C=CC([P]([Pd]([P](C2C=CC=CC=2)(C2C=CC=CC=2)C2C=CC=CC=2)([P](C2C=CC=CC=2)(C2C=CC=CC=2)C2C=CC=CC=2)[P](C2C=CC=CC=2)(C2C=CC=CC=2)C2C=CC=CC=2)(C2C=CC=CC=2)C2C=CC=CC=2)=CC=1>[NH3:7].[CH3:42][N:39]1[CH2:40][CH2:41][N:36]([C:33]2[CH:34]=[CH:35][C:30]([NH:7][C:8]3[C:9]4[N:10]([CH:27]=[CH:28][N:29]=4)[C:11]([C:45]4[S:49][CH:48]=[C:47]([C:50]([NH2:52])=[O:51])[CH:46]=4)=[CH:12][N:13]=3)=[CH:31][CH:32]=2)[CH2:37][CH2:38]1 |^1:61,63,82,101|. Reported procedure: To a solution of [4-(4-methyl-piperazin-1-yl)-phenyl]-(5-tributylstannanyl-imidazo[1,2-a]pyrazin-8-yl)-carbamic acid tert-butyl ester (0.106 g, 0.15 mmol) in DMF (3 mL) is added 5-bromo-thiophene-3-carboxylic acid amide (0.062 g, 0.3 mmol) and tetrakis(triphenylphosphine)palladium(0) (0.018 g, 0.015 mmol). The solution is degassed and heated at 85° C. for 18 hours. The reaction mixture is diluted with ethyl acetate and washed with water (3×) and brine. The aqueous layers are backwashed with ethy... Starting materials: C(C)OCC (diethyl ether), N (ammonia), OC1=CC=C(CC#N)C=C1 (p-Hydroxybenzyl cyanide), Cl (HCl). The solvent is light petroleum, C(C)O (ethanol). Run at time 72 hour. The product is Cl.OC1=CC=C(C=C1)CC(=N)N (2-(4-Hydroxyphenyl) Acetamidine Hydrochloride). RXN SMILES: [OH:1][C:2]1[CH:10]=[CH:9][C:5]([CH2:6][C:7]#[N:8])=[CH:4][CH:3]=1.[ClH:11].C(OCC)C.[NH3:17]>C(O)C>[ClH:11].[OH:1][C:2]1[CH:10]=[CH:9][C:5]([CH2:6][C:7]([NH2:17])=[NH:8])=[CH:4][CH:3]=1 |f:5.6|. Reported procedure: p-Hydroxybenzyl cyanide (5.0 g) was dissolved in absolute ethanol (50 ml) and the solution saturated with dry HCl gas over 4 hours at ambient temperature. After standing at 4° C. for 72 hours, dry diethyl ether (200 ml) and light petroleum (100 ml) were added and white crystals were deposited over 2 hours. The solid was isolated by filtration and reacted immediately with saturated ethanolic ammonia (300 ml) for 3 hours at ambient temperature. The reaction mixture was evaporated to dryness on a s... Reactants: C(#N)C1=C(C=C(N)C(=C1)[N+](=O)[O-])F (4-cyano-3-fluoro-6-nitroaniline), C(C)(C)(C)OC(=O)N1CC(NCC1)C (1-tert-butoxycarbonyl-3-methylpiperazine), [OH-].[Na+] (sodium hydroxide). Solvent: CS(=O)C (dimethylsulfoxide), C(C)(C)N(CC)C(C)C (diisopropylethylamine). Conditions: temperature 140 celsius, time 12 hour. The product is C(C)(C)(C)OC(=O)N1CC(N(CC1)C=1C(=CC(=C(N)C1)[N+](=O)[O-])C#N)C (5-(4-Tert-butoxycarbonyl-2-methylpiperazin-1-yl)-4-cyano-2-nitroaniline). The yield is 76.4%. RXN SMILES: [C:1]([C:3]1[CH:9]=[C:8]([N+:10]([O-:12])=[O:11])[C:6]([NH2:7])=[CH:5][C:4]=1F)#[N:2].[C:14]([O:18][C:19]([N:21]1[CH2:26][CH2:25][NH:24][CH:23]([CH3:27])[CH2:22]1)=[O:20])([CH3:17])([CH3:16])[CH3:15].[OH-].[Na+]>CS(C)=O.C(N(C(C)C)CC)(C)C>[C:14]([O:18][C:19]([N:21]1[CH2:26][CH2:25][N:24]([C:4]2[C:3]([C:1]#[N:2])=[CH:9][C:8]([N+:10]([O-:12])=[O:11])=[C:6]([CH:5]=2)[NH2:7])[CH:23]([CH3:27])[CH2:22]1)=[O:20])([CH3:17])([CH3:15])[CH3:16] |f:2.3|. Procedure: To a solution of 8.00 g of 4-cyano-3-fluoro-6-nitroaniline (which was synthesized following J. Med. Chem. 1994, 37, 467) and 17.60 g of 1-tert-butoxycarbonyl-3-methylpiperazine in 25 ml of dimethylsulfoxide, 23 ml of diisopropylethylamine was added and stirred for 3 hours at 140° C. and 12 hours at room temperature. 1N aqueous sodium hydroxide solution was added to the reaction liquid which then was extracted with chloroform. The chloroform layer was dried on anhydrous magnesium sulfate and the ... Reactants: Cl (HCl), CC(C)([O-])C.[K+] (Potassium tert-butoxide), C(C)(=O)C1=C(C=C(OC2=CC=C(C#N)C=C2)C=C1)Cl (4-(4-acetyl-3-chloro-phenoxy)-benzonitrile), [Cl-].COC[P+](C1=CC=CC=C1)(C1=CC=CC=C1)C1=CC=CC=C1 ((methoxymethyl)-triphenylphosphonium chloride), C(=O)(O)[O-].[Na+] (NaHCO3). Run in C1CCOC1 (THF). Reaction conditions: time 1 hour. The product is ClC=1C=C(OC2=CC=C(C#N)C=C2)C=CC1C(C=O)C (4-[3-Chloro-4-(1-methyl-2-oxo-ethyl)-phenoxy]-benzonitrile). Reaction SMILES: CC(C)([O-])C.[K+].[C:7]([C:10]1[CH:24]=[CH:23][C:13]([O:14][C:15]2[CH:22]=[CH:21][C:18]([C:19]#[N:20])=[CH:17][CH:16]=2)=[CH:12][C:11]=1[Cl:25])(=O)[CH3:8].[Cl-].COC[P+](C1C=CC=CC=1)(C1C=CC=CC=1)C1C=CC=CC=1.Cl.[C:50]([O-:53])(O)=O.[Na+]>C1COCC1>[Cl:25][C:11]1[CH:12]=[C:13]([CH:23]=[CH:24][C:10]=1[CH:7]([CH3:8])[CH:50]=[O:53])[O:14][C:15]1[CH:22]=[CH:21][C:18]([C:19]#[N:20])=[CH:17][CH:16]=1 |f:0.1,3.4,6.7|. Procedure details: Potassium tert-butoxide (248 mg) was added to a solution 4-(4-acetyl-3-chloro-phenoxy)-benzonitrile (500 mg) and (methoxymethyl)-triphenylphosphonium chloride (694 mg) in THF (10 ml) at room temperature. The mixture was stirred for 1 h at room temperature. 25% aqueous HCl (4 ml) was added. The resulting mixture was stirred 1 h at room temperature and poured then carefully to a saturated aqueous NaHCO3 solution. After neutralization, the mixture was extracted with EtOAc. The combined organic laye...